From a dataset of the Open Reaction Database (ORD), a public repository of structured organic reaction records. describe an organic reaction: reactants, conditions, products, and yield Reactants: CC=1OC(=C(N1)C(=O)O)C (2,5-Dimethyl-oxazole-4-carboxylic acid), CCN(C(C)C)C(C)C (DIEA), C=1C=CC2=C(C1)N=NN2O (HOBT), Cl.Cl.COC([C@H](CC1=CC=C(C=C1)OC1=C(C(=NC=C1)C)C)NC(=O)[C@H]1NCC=2C=C3C(=CC2C1)OC[C@@H](O3)C3=CC(=CC=C3)OCC3=CC(=C(C=C3)Cl)Cl)=O ((S)-2-({(3S,8S)-3-[3-(3,4-dichloro-benzyloxy)-phenyl]-2,3,6,7,8,9-hexahydro-[1,4]dioxino[2,3-g]isoquinoline-8-carbonyl}-amino)-3-[4-(2,3-dimethyl-pyridin-4-yloxy)-phenyl]-propionic acid methyl ester dihydrochloride). Product: ClC=1C=C(COC=2C=C(C=CC2)[C@@H]2OC=3C(=CC=4C[C@H](N(CC4C3)C(=O)C=3N=C(OC3C)C)C(=O)N[C@H](C(=O)O)CC3=CC=C(C=C3)OC3=C(C(=NC=C3)C)C)OC2)C=CC1Cl ((S)-2-{[(3S,8S)-3-[3-(3,4-Dichloro-benzyloxy)-phenyl]-7-(2,5-dimethyl-oxazole-4-carbonyl)-2,3,6,7,8,9-hexahydro-[1,4]dioxino[2,3-g]isoquinoline-8-carbonyl]-amino}-3-[4-(2,3-dimethyl-pyridin-4-yloxy)-phenyl]-propionic acid). Procedure details: 2,5-Dimethyl-oxazole-4-carboxylic acid (6 mg) was taken in 1 mL of anhydrous DCM and EDCI (9 mg), HOBT (7 mg) and (S)-2-({(3S,8S)-3-[3-(3,4-dichloro-benzyloxy)-phenyl]-2,3,6,7,8,9-hexahydro-[1,4]dioxino[2,3-g]isoquinoline-8-carbonyl}-amino)-3-[4-(2,3-dimethyl-pyridin-4-yloxy)-phenyl]-propionic acid methyl ester dihydrochloride (25 mg) and stirred for 5 minutes. The reaction mixture was cooled to 0° C. and DIEA (25 mg) was added and reaction was stirred at room temperature for 2 hours. After the ... The yield is 72.9%. Run at temperature 0 celsius, time 2 hour. As a reaction SMILES: [CH3:1][C:2]1[O:3][C:4]([CH3:10])=[C:5]([C:7]([OH:9])=O)[N:6]=1.C1C=CC2N(O)N=NC=2C=1.Cl.Cl.C[O:24][C:25](=[O:76])[C@@H:26]([NH:43][C:44]([C@@H:46]1[CH2:55][C:54]2[CH:53]=[C:52]3[O:56][CH2:57][C@H:58]([C:60]4[CH:65]=[CH:64][CH:63]=[C:62]([O:66][CH2:67][C:68]5[CH:73]=[CH:72][C:71]([Cl:74])=[C:70]([Cl:75])[CH:69]=5)[CH:61]=4)[O:59][C:51]3=[CH:50][C:49]=2[CH2:48][NH:47]1)=[O:45])[CH2:27][C:28]1[CH:33]=[CH:32][C:31]([O:34][C:35]2[CH:40]=[CH:39][N:38]=[C:37]([CH3:41])[C:36]=2[CH3:42])=[CH:30][CH:29]=1.CCN(C(C)C)C(C)C>C(Cl)Cl.CCN=C=NCCCN(C)C.CCOC(C)=O.CO>[Cl:75][C:70]1[CH:69]=[C:68]([CH:73]=[CH:72][C:71]=1[Cl:74])[CH2:67][O:66][C:62]1[CH:61]=[C:60]([C@H:58]2[CH2:57][O:56][C:52]3=[CH:53][C:54]4[CH2:55][C@@H:46]([C:44]([NH:43][C@@H:26]([CH2:27][C:28]5[CH:29]=[CH:30][C:31]([O:34][C:35]6[CH:40]=[CH:39][N:38]=[C:37]([CH3:41])[C:36]=6[CH3:42])=[CH:32][CH:33]=5)[C:25]([OH:76])=[O:24])=[O:45])[N:47]([C:7]([C:5]5[N:6]=[C:2]([CH3:1])[O:3][C:4]=5[CH3:10])=[O:9])[CH2:48][C:49]=4[CH:50]=[C:51]3[O:59]2)[CH:65]=[CH:64][CH:63]=1 |f:2.3.4|. The solvent is CO (MeOH), C(Cl)Cl (DCM), CCN=C=NCCCN(C)C (EDCI), hexanes, CCOC(=O)C (EtOAc), CCOC(=O)C (EtOAc), hexanes. Starting materials: C(C)(C)(C)OC(=O)CN(S(=O)(=O)C)[C@@H]1CC[C@H](CC1)C(=O)NC=1N=CN(C1)C1CCN(CC1)C(=O)OC(C)(C)C (4-[[trans-4-(N-tert-Butoxycarbonylmethyl-N-methanesulphonyl-amino)cyclohexyl]carbonylamino]-1-(1-tert-butoxycarbonyl-4-piperidyl)imidazole), Cl (hydrochloric acid). Yields the product Cl.Cl.C(=O)(O)CN(S(=O)(=O)C)[C@@H]1CC[C@H](CC1)C(=O)NC=1N=CN(C1)C1CCNCC1 (4-[[trans-4-(N-Carboxymethyl-N-methanesulphonylamino)-cyclohexyl]carbonylamino]-1-(4-piperidyl)imidazole dihydrochloride). Reaction SMILES: C([O:5][C:6]([CH2:8][N:9]([C@H:14]1[CH2:19][CH2:18][C@H:17]([C:20]([NH:22][C:23]2[N:24]=[CH:25][N:26]([CH:28]3[CH2:33][CH2:32][N:31](C(OC(C)(C)C)=O)[CH2:30][CH2:29]3)[CH:27]=2)=[O:21])[CH2:16][CH2:15]1)[S:10]([CH3:13])(=[O:12])=[O:11])=[O:7])(C)(C)C.[ClH:41]>>[ClH:41].[ClH:41].[C:6]([CH2:8][N:9]([C@H:14]1[CH2:15][CH2:16][C@H:17]([C:20]([NH:22][C:23]2[N:24]=[CH:25][N:26]([CH:28]3[CH2:29][CH2:30][NH:31][CH2:32][CH2:33]3)[CH:27]=2)=[O:21])[CH2:18][CH2:19]1)[S:10]([CH3:13])(=[O:11])=[O:12])([OH:7])=[O:5] |f:2.3.4|. Procedure details: 4-[[trans-4-(N-tert-Butoxycarbonylmethyl-N-methanesulphonyl-amino)cyclohexyl]carbonylamino]-1-(1-tert-butoxycarbonyl-4-piperidyl)imidazole is employed. By dissolving in 1N hydrochloric acid and evaporating the solvent, the hydrochloride is prepared. Reaction conditions: temperature 0 celsius. Reactants: C(C)OCC(C(CC1=CC(=CC(=C1)OC)OC)NC(=O)OC(C)(C)C)(O)COCC (α,α-Diethoxymethyl-β-tert-butoxycarbonylamino-3,5-dimethoxy-benzenepropanol), Cl (hydrochloric acid). Reported procedure: α,α-Diethoxymethyl-β-tert-butoxycarbonylamino-3,5-dimethoxy-benzenepropanol (200 g) was dissolved in aqueous 37% hydrochloric acid (20 ml) cooled at 0° C. The resulting red solution was warmed at 100° C. for 3 minutes and then immediate ly cooled at 0° C. Evaporation of the reaction mixture yielded a brown solid which was recrystallized from an ethyl acetate/methanol mixture to give the title compound as a brown solid (101 mg). Product: Cl.NC1C(CC2=C(C=C(C=C2C1)OC)OC)=O (3-amino3.4-dihydro-6.8-dimethoxy-2(1H)-naphthalenone. hydrochloride). As a reaction SMILES: C(OC[C:5]([CH2:27]OCC)([OH:26])[CH:6]([NH:18]C(OC(C)(C)C)=O)[CH2:7][C:8]1[CH:13]=[C:12]([O:14][CH3:15])[CH:11]=[C:10]([O:16][CH3:17])[CH:9]=1)C.[ClH:31]>>[ClH:31].[NH2:18][CH:6]1[CH2:7][C:8]2[C:9](=[C:10]([O:16][CH3:17])[CH:11]=[C:12]([O:14][CH3:15])[CH:13]=2)[CH2:27][C:5]1=[O:26] |f:2.3|.